From a dataset of the Open Reaction Database (ORD), a public repository of structured organic reaction records. describe an organic reaction: reactants, conditions, products, and yield Reactants: NC(=O)C1=CCCNC1, CCO, CCN(C(C)C)C(C)C, Cc1nc(Cl)c2c(C)c(C)n(-c3c(C(C)C)csc3C)c2n1, O=C(O)C(F)(F)F, [Na+], O=C([O-])O. Yields the product Cc1nc(N2CCC=C(C(N)=O)C2)c2c(C)c(C)n(-c3c(C(C)C)csc3C)c2n1. As a reaction SMILES: [C:8]([NH2:9])(=[O:10])[C:11]1=[CH:12][CH2:13][CH2:14][NH:15][CH2:16]1.[CH3:53][CH2:54][OH:55].[CH:39]([N:40]([CH:41]([CH3:42])[CH3:43])[CH2:44][CH3:45])([CH3:46])[CH3:47].[Cl:17][c:18]1[c:19]2[c:20]([n:21][c:22]([CH3:24])[n:23]1)[n:25](-[c:30]1[c:31]([CH3:38])[s:32][cH:33][c:34]1[CH:35]([CH3:36])[CH3:37])[c:26]([CH3:29])[c:27]2[CH3:28].[F:1][C:2]([F:3])([F:4])[C:5]([OH:6])=[O:7].[Na+:48].[OH:49][C:50](=[O:51])[O-:52]>>[C:8]([NH2:9])(=[O:10])[C:11]1=[CH:12][CH2:13][CH2:14][N:15]([c:18]2[c:19]3[c:20]([n:21][c:22]([CH3:24])[n:23]2)[n:25](-[c:30]2[c:31]([CH3:38])[s:32][cH:33][c:34]2[CH:35]([CH3:36])[CH3:37])[c:26]([CH3:29])[c:27]3[CH3:28])[CH2:16]1. Starting materials: Brc1ncc(Br)n2ccnc12, O=C([O-])[O-], [Cs+], [Cs+], CCN(CC)CCNS(=O)(=O)c1ccc(N)cc1, C1COCCO1, O=C(C=Cc1ccccc1)C=Cc1ccccc1, O=C(C=Cc1ccccc1)C=Cc1ccccc1, O=C(C=Cc1ccccc1)C=Cc1ccccc1, [Pd], [Pd]. Yields the product CCN(CC)CCNS(=O)(=O)c1ccc(Nc2ncc(Br)n3ccnc23)cc1. As a reaction SMILES: [Br:1][c:2]1[cH:3][n:4][c:5]([Br:11])[c:6]2[n:7]1[cH:8][cH:9][n:10]2.[C:30](=[O:31])([O-:32])[O-:33].[Cs+:34].[Cs+:35].[NH2:12][c:13]1[cH:14][cH:15][c:16]([S:19](=[O:20])(=[O:21])[NH:22][CH2:23][CH2:24][N:25]([CH2:26][CH3:27])[CH2:28][CH3:29])[cH:17][cH:18]1.[O:36]1[CH2:37][CH2:38][O:39][CH2:40][CH2:41]1.[O:44]=[C:45]([CH:46]=[CH:47][c:48]1[cH:49][cH:50][cH:51][cH:52][cH:53]1)[CH:54]=[CH:55][c:56]1[cH:57][cH:58][cH:59][cH:60][cH:61]1.[O:62]=[C:63]([CH:64]=[CH:65][c:66]1[cH:67][cH:68][cH:69][cH:70][cH:71]1)[CH:72]=[CH:73][c:74]1[cH:75][cH:76][cH:77][cH:78][cH:79]1.[O:80]=[C:81]([CH:82]=[CH:83][c:84]1[cH:85][cH:86][cH:87][cH:88][cH:89]1)[CH:90]=[CH:91][c:92]1[cH:93][cH:94][cH:95][cH:96][cH:97]1.[Pd:42].[Pd:43]>>[Br:1][c:2]1[cH:3][n:4][c:5]([NH:12][c:13]2[cH:14][cH:15][c:16]([S:19](=[O:20])(=[O:21])[NH:22][CH2:23][CH2:24][N:25]([CH2:26][CH3:27])[CH2:28][CH3:29])[cH:17][cH:18]2)[c:6]2[n:7]1[cH:8][cH:9][n:10]2. The product is C(C)(=O)C=1C=C2C(=CC(=NC2=CC1)OCC)O (6-Acetyl-2-ethoxy-4-hydroxyquinoline). The solvent is C(Cl)Cl (CH2Cl2). Procedure details: A mixture of 14.5 gm. (0.107 moles) of p-aminoacetophenone and 19.0 gm. (0.097 moles) of ethyl (1-ethoxyformimidoyl)acetate hydrochloride (Chem. Ber., 100, 1428 (1967)) in 500 ml. of dry CH2Cl2 was stirred at 22° C. for 18 hours. The reaction, containing a precipitate of NH4Cl, was washed successively with ice cold aqueous solutions of 1 N HCl (2×100 ml), in Na2CO3 (2×100 ml) and saturated NaCl, and dried over Na.SO4. Filtration and evaporation yielded 20 gm. of crude ethyl [1-ethoxy(N-p-acetylp... RXN SMILES: NC1C=CC(C(=O)C)=CC=1.Cl.C(OC(CC(OCC)=O)=N)C.[NH4+].[Cl-].[CH2:25]([O:27][C:28]([CH2:39][C:40]([O:42]CC)=O)=[N:29][C:30]1[CH:35]=[CH:34][C:33]([C:36](=[O:38])[CH3:37])=[CH:32][CH:31]=1)[CH3:26].C1C=CC(C2C=CC=CC=2)=CC=1.C1C=CC(OC2C=CC=CC=2)=CC=1>C(Cl)Cl>[C:36]([C:33]1[CH:34]=[C:35]2[C:30](=[CH:31][CH:32]=1)[N:29]=[C:28]([O:27][CH2:25][CH3:26])[CH:39]=[C:40]2[OH:42])(=[O:38])[CH3:37] |f:1.2,3.4,6.7|. Starting materials: crude material, NC1=CC=C(C=C1)C(C)=O (p-aminoacetophenone), C(C)OC(=NC1=CC=C(C=C1)C(C)=O)CC(=O)OCC (ethyl [1-ethoxy(N-p-acetylphenyl)formimidoyl]acetate), Cl.C(C)OC(=N)CC(=O)OCC (ethyl (1-ethoxyformimidoyl)acetate hydrochloride), [NH4+].[Cl-] (NH4Cl), C1=CC=C(C=C1)C2=CC=CC=C2.C1=CC=C(C=C1)OC2=CC=CC=C2 (Dowtherm A). The yield is 65.0%. Starting materials: C1(=CC=CC=C1)CC(=O)Cl (phenylacetyl chloride), N(=[N+]=[N-])C1C(NC1)=O (3-azidoazetidinone), imine, C(C=O)(=O)OCC (ethyl glyoxalate), COC1=CC=C(C=C1)N (p-anisidine). Solvent: ClC(C)Cl (dichloroethane), ClCCCl (1,2-dichloroethane), C(C)N(CC)CC (triethylamine). The product is C(=O)(OCC)C1C(C(N1C1=CC=C(C=C1)OC)=O)C1=CC=CC=C1 (4-carboethoxy-1-(p-methoxyphenyl)-3-phenylazetidin-2-one). Reaction SMILES: [C:1]([O:5][CH2:6][CH3:7])(=[O:4])[CH:2]=O.[CH3:8][O:9][C:10]1[CH:15]=[CH:14][C:13]([NH2:16])=[CH:12][CH:11]=1.[C:17]1([CH2:23][C:24](Cl)=[O:25])[CH:22]=[CH:21][CH:20]=[CH:19][CH:18]=1.N(C1CNC1=O)=[N+]=[N-]>ClCCCl.ClC(Cl)C.C(N(CC)CC)C>[C:1]([CH:2]1[N:16]([C:13]2[CH:14]=[CH:15][C:10]([O:9][CH3:8])=[CH:11][CH:12]=2)[C:24](=[O:25])[CH:23]1[C:17]1[CH:22]=[CH:21][CH:20]=[CH:19][CH:18]=1)([O:5][CH2:6][CH3:7])=[O:4]. Reported procedure: To a solution of 17 ml of triethylamine and 5.0 g of the imine formed from ethyl glyoxalate and p-anisidine in 100 ml of refluxing 1,2-dichloroethane was added dropwise over 2 hours a solution of 16 ml of freshly distilled phenylacetyl chloride in 50 ml of dichloroethane. After refluxing for three hours the reaction was worked-up as per the 3-azidoazetidinone. The crude residue was chromatographed to yield the cis and trans isomers of 4-carboethoxy-1-(p-methoxyphenyl)-3-phenylazetidin-2-one as o... Starting materials: IC1=CC=C2C=C(N=CC2=C1)NC(=O)C1CC1 (N-(7-iodoisoquinolin-3-yl)cyclopropanecarboxamide), N1=CC=CC2=CC=C3C=CC=NC3=C12 (1,10-phenanthroline), C([O-])([O-])=O.[Cs+].[Cs+] (cesium carbonate). Reagents/catalysts: [Cu]I (copper(I) iodide). The solvent is C(C)(C)O (isopropanol), ClCCl (dichloromethane). Reaction conditions: temperature 210 celsius, time 5 hour. The product is C(C)(C)OC1=CC=C2C=C(N=CC2=C1)NC(=O)C1CC1 (N-(7-Isopropoxyisoquinolin-3-yl)cyclopropanecarboxamide). The yield is 7.0%. As a reaction SMILES: I[C:2]1[CH:11]=[C:10]2[C:5]([CH:6]=[C:7]([NH:12][C:13]([CH:15]3[CH2:17][CH2:16]3)=[O:14])[N:8]=[CH:9]2)=[CH:4][CH:3]=1.N1C2C(=CC=C3C=2N=CC=C3)[CH:21]=[CH:20][CH:19]=1.C(=O)([O-])[O-:33].[Cs+].[Cs+]>C(O)(C)C.ClCCl.[Cu]I>[CH:20]([O:33][C:2]1[CH:11]=[C:10]2[C:5]([CH:6]=[C:7]([NH:12][C:13]([CH:15]3[CH2:17][CH2:16]3)=[O:14])[N:8]=[CH:9]2)=[CH:4][CH:3]=1)([CH3:21])[CH3:19] |f:2.3.4|. Procedure details: A mixture of N-(7-iodoisoquinolin-3-yl)cyclopropanecarboxamide (338 mg, 1.0 mmol), 1,10-phenanthroline (180 mg, 1.0 mmol), copper(I) iodide (190 mg, 1.0 mmol) and cesium carbonate (422.5 mg, 1.3 mmol) in isopropanol (25 mL) were stirred at 210° C. for 5 hours under nitrogen in a sealed stainless container. After being cooled to room temperature, the mixture was diluted with dichloromethane and filtered through a pad of Celite and filter cake was washed with dichloromethane. The combined filtrate... Reactants: C=CCn1cnc2c1c(=O)[nH]c(=O)n2CC, CC(C)(O)CCCCCl. Product: C=CCn1cnc2c1c(=O)n(CCCCC(C)(C)O)c(=O)n2CC. RXN SMILES: [CH2:1]([CH:2]=[CH2:3])[n:4]1[cH:5][n:6][c:7]2[n:8]([CH2:15][CH3:16])[c:9](=[O:14])[nH:10][c:11](=[O:13])[c:12]12.[Cl:17][CH2:18][CH2:19][CH2:20][CH2:21][C:22]([CH3:23])([CH3:24])[OH:25]>>[CH2:1]([CH:2]=[CH2:3])[n:4]1[cH:5][n:6][c:7]2[n:8]([CH2:15][CH3:16])[c:9](=[O:14])[n:10]([CH2:18][CH2:19][CH2:20][CH2:21][C:22]([CH3:23])([CH3:24])[OH:25])[c:11](=[O:13])[c:12]12. Reactants: Cl (HCl), Cl (HCl), O=C1NC=NC2=CC=C(C=C12)C1=CC=C(O1)C=O (5-(4-oxo-3,4-dihydroquinazolin-6-yl)furan-2-carbaldehyde), CN(C)C=O (DMF), 82A, Cl (HCl), O=S(Cl)Cl (SOCl2). Run in CC#N (MeCN), CC#N (MeCN). Run at temperature 25 celsius, time 1.5 hour. Yields the product Cl.ClC1=NC=NC2=CC=C(C=C12)C1=CC=C(O1)C=O (5-(4-chloroquinazolin-6-yl)furan-2-carbaldehyde hydrochloride). Reaction SMILES: O=S(Cl)[Cl:3].O=[C:6]1[C:15]2[C:10](=[CH:11][CH:12]=[C:13]([C:16]3[O:20][C:19]([CH:21]=[O:22])=[CH:18][CH:17]=3)[CH:14]=2)[N:9]=[CH:8][NH:7]1.CN(C=O)C.[ClH:28]>CC#N>[ClH:3].[Cl:28][C:6]1[C:15]2[C:10](=[CH:11][CH:12]=[C:13]([C:16]3[O:20][C:19]([CH:21]=[O:22])=[CH:18][CH:17]=3)[CH:14]=2)[N:9]=[CH:8][N:7]=1 |f:5.6|. Procedure details: Over a 1.5 hour period under an atmosphere of N2, SOCl2 (86.2 g) in MeCN (145 mL) was added dropwise into a mixture, that had been preheated at reflux for 0.5 h, of the compound of formula (IX) (29 g, 0.121 mol), MeCN (435 mL) and DMF (0.88 g) at reflux. The reaction was terminated when less than 2% (HPLC) of the compound of formula (IX) was remaining. If the reaction did not achieve complete reaction, extra SOCl2 was added. The mixture was cooled to about 25±5° C. (internal temperature), and wa...